Dataset: the Open Reaction Database (ORD), a public repository of structured organic reaction records. Task: describe an organic reaction: reactants, conditions, products, and yield Starting materials: O=C1NCc2cc(Br)ccc21, CC(C)(C)OC(=O)OC(C)(C)C, CO, C1CCOC1. Yields the product CC(C)(C)OC(=O)N1Cc2cc(Br)ccc2C1=O. As a reaction SMILES: [Br:1][c:2]1[cH:3][c:4]2[c:8]([cH:9][cH:10]1)[C:7](=[O:11])[NH:6][CH2:5]2.[C:12]([CH3:13])([CH3:14])([CH3:15])[O:16][C:17]([O:18][C:20]([CH3:21])([CH3:22])[CH3:23])=[O:19].[CH3:24][OH:25].[O:26]1[CH2:27][CH2:28][CH2:29][CH2:30]1>>[Br:1][c:2]1[cH:3][c:4]2[c:8]([cH:9][cH:10]1)[C:7](=[O:11])[N:6]([C:17]([O:16][C:12]([CH3:13])([CH3:14])[CH3:15])=[O:18])[CH2:5]2. The reactants are C1CCOC1, CCOC(=O)c1cc2c(C=O)cc3c4ccccc4ccc3c2o1, Cl, [Na+], [OH-], O. Yields the product O=Cc1cc2c3ccccc3ccc2c2occc12. Reaction SMILES: [CH2:27]1[O:28][CH2:29][CH2:30][CH2:31]1.[CH:1](=[O:2])[c:3]1[cH:4][c:5]2[c:6]3[cH:7][cH:8][cH:9][cH:10][c:11]3[cH:12][cH:13][c:14]2[c:15]2[o:16][c:17]([C:20]([O:21][CH2:22][CH3:23])=[O:24])[cH:18][c:19]12.[ClH:32].[Na+:26].[OH-:25].[OH2:33]>>[CH:1](=[O:2])[c:3]1[cH:4][c:5]2[c:6]3[cH:7][cH:8][cH:9][cH:10][c:11]3[cH:12][cH:13][c:14]2[c:15]2[o:16][cH:17][cH:18][c:19]12. Reaction conditions: time 20 minute. The reactants are IC1=CC(=C(C=C1)N1N=C(C(C(=C1)OC)=O)C(=O)N(C)OC)OC (1-(4-iodo-2-methoxyphenyl)-N,5-dimethoxy-N-methyl-4-oxo-1,4-dihydropyridazine-3-carboxamide), methylmagnesium bromide THF, C1CCOC1 (THF), Cl (hydrochloric acid). RXN SMILES: [I:1][C:2]1[CH:7]=[CH:6][C:5]([N:8]2[CH:13]=[C:12]([O:14][CH3:15])[C:11](=[O:16])[C:10]([C:17](N(OC)C)=[O:18])=[N:9]2)=[C:4]([O:23][CH3:24])[CH:3]=1.Cl.[CH2:26]1COCC1>>[C:17]([C:10]1[C:11](=[O:16])[C:12]([O:14][CH3:15])=[CH:13][N:8]([C:5]2[CH:6]=[CH:7][C:2]([I:1])=[CH:3][C:4]=2[O:23][CH3:24])[N:9]=1)(=[O:18])[CH3:26]. Procedure: To a solution of 1-(4-iodo-2-methoxyphenyl)-N,5-dimethoxy-N-methyl-4-oxo-1,4-dihydropyridazine-3-carboxamide (8.90 g) in THF (150 mL) was added dropwise 1M methylmagnesium bromide THF solution (30 mL) at −78° C., and the mixture was stirred for 20 min. To the reaction mixture was added 1M hydrochloric acid, and the mixture was extracted with ethyl acetate. The extract was washed with water and saturated brine, dried over anhydrous magnesium sulfate, and concentrated under reduced pressure. The r... Product: C(C)(=O)C1=NN(C=C(C1=O)OC)C1=C(C=C(C=C1)I)OC (3-acetyl-1-(4-iodo-2-methoxyphenyl)-5-methoxypyridazin-4(1H)-one). The reactants are O (water), CS(=O)(=O)O[C@H](C)C1=CC(=CC=C1)C(=O)OC(C)(C)C ((R)-1-(3-tert-butyloxycarbonylphenyl)-ethyl methanesulfonyl ether), resultant mixture, [N-]=[N+]=[N-].[Na+] (sodium azide). Solvent: CN(C=O)C (N,N-dimethylformamide). Reaction conditions: time 8 hour. Product: C(C)(C)(C)OC(=O)C=1C=C(C=CC1)[C@H](C)N=[N+]=[N-] ((S)-1-(3-Tert-butyloxycarbonylphenyl)-1-azidoethane). The yield is 94.8%. Reaction SMILES: CS(O[C@@H:6]([C:8]1[CH:13]=[CH:12][CH:11]=[C:10]([C:14]([O:16][C:17]([CH3:20])([CH3:19])[CH3:18])=[O:15])[CH:9]=1)[CH3:7])(=O)=O.[N-:21]=[N+:22]=[N-:23].[Na+].O>CN(C)C=O>[C:17]([O:16][C:14]([C:10]1[CH:9]=[C:8]([C@@H:6]([N:21]=[N+:22]=[N-:23])[CH3:7])[CH:13]=[CH:12][CH:11]=1)=[O:15])([CH3:20])([CH3:19])[CH3:18] |f:1.2|. Procedure: (R)-1-(3-tert-butyloxycarbonylphenyl)-ethyl methanesulfonyl ether (3.28 mmol) was dissolved in N,N-dimethylformamide (20 mL) and sodium azide (8.57 mmol) was added. The resultant mixture was heated to 60° C. for 45 min then stirred at room temperature overnight. Worked up by pouring into water and extracting 3× with diethyl ether. The combined organic extracts were washed with brine, dried (MgSO4) and concentrated under reduced pressure to yield 769 mg of an oil which was used without further pu... The reactants are C(C)(=O)N1CC(C2=CC=C(C=C12)OC)=O (1-acetyl-6-methoxy-1,2-dihydro-3H-indol-3-one), C1(=CC=CC=C1)P(C1=CC=CC=C1)(C1=CC=CC=C1)=CC(=O)OC (methyl (triphenylphosphoranylidene)acetate). Solvent: C1(=CC=CC=C1)C (toluene). Product: C(C)(=O)N1C=C(C2=CC=C(C=C12)OC)CC(=O)OC (methyl (1-acetyl-6-methoxy-1H-indol-3-yl)acetate). Isolated yield 50.0%. RXN SMILES: [C:1]([N:4]1[C:12]2[C:7](=[CH:8][CH:9]=[C:10]([O:13][CH3:14])[CH:11]=2)[C:6](=O)[CH2:5]1)(=[O:3])[CH3:2].C1(P(=[CH:35][C:36]([O:38][CH3:39])=[O:37])(C2C=CC=CC=2)C2C=CC=CC=2)C=CC=CC=1>C1(C)C=CC=CC=1>[C:1]([N:4]1[C:12]2[C:7](=[CH:8][CH:9]=[C:10]([O:13][CH3:14])[CH:11]=2)[C:6]([CH2:35][C:36]([O:38][CH3:39])=[O:37])=[CH:5]1)(=[O:3])[CH3:2]. Procedure: A mixture of 1-acetyl-6-methoxy-1,2-dihydro-3H-indol-3-one (3.96 g, 19.3 mmol) (Example 12) and methyl (triphenylphosphoranylidene)acetate (19.75 g, 57.9 mmol) in toluene (60 mL) was heated at reflux under argon for 24 h. The mixture was loaded on silica gel and eluted with EtOAc/hexane (1/5) to yield a thick oil (2.52 g, 50%). LC/MS m/z 262 (M+H)+; 1H NMR (400 MHz, CDCl3) δ 8.04 (br s, 1H), 7.38 (d, 1H), 7.31 (s, 1H), 6.92 (dd, 1H), 3.89 (s, 3H), 3.74 (s, 3H), 3.71 (d, 2H), 2.62 (s, 3H). As a reaction SMILES: [NH2:1][C:2]1([CH3:13])[C:7](=[O:8])[N:6]([CH2:9][CH3:10])[C:5](=[O:11])[NH:4][C:3]1=[O:12].[F:14][C:15]1[C:16]([F:28])=[C:17]([F:27])[C:18]([F:26])=[C:19]2C(=O)O[C:21](=[O:22])[C:20]=12.CN(C=O)C>O>[CH2:9]([N:6]1[C:7](=[O:8])[C:2]([NH:1][C:21](=[O:22])[C:20]2[CH:19]=[C:18]([F:26])[C:17]([F:27])=[C:16]([F:28])[C:15]=2[F:14])([CH3:13])[C:3](=[O:12])[NH:4][C:5]1=[O:11])[CH3:10]. Starting materials: NC1(C(NC(N(C1=O)CC)=O)=O)C (5-amino-1-ethyl-5-methylbarbituric acid), FC=1C(=C(C(=C2C1C(=O)OC2=O)F)F)F (tetrafluorophthalic anhydride), CN(C)C=O (DMF). Yields the product C(C)N1C(NC(C(C1=O)(C)NC(C1=C(C(=C(C(=C1)F)F)F)F)=O)=O)=O (N-(1-Ethyl-hexahydro-5-methyl-2,4,6-trioxo-5-pyrimidinyl)-2,3,4,5-tetrafluorobenzamide). The solvent is O (water). Reported procedure: A mixture of 5-amino-1-ethyl-5-methylbarbituric acid (0.37 g, 2 mmol), tetrafluorophthalic anhydride (0.44 g, 2 mmol) and DMF (14 mL) was stirred under reflux for 5 hours. The yellow solution was then allowed to cool down to room temperature and poured into water (50 mL). The precipitate that formed was collected by filtration and dried under reduced pressure to give 20f as white crystals. Reactants: COC1=C2C(=NC=C1)N(C=C2)C(CCO)C2=CC=CC=C2 (3-(4-methoxy-pyrrolo[2,3-b]pyridin-1-yl)-3-phenyl-propan-1-ol), CC(=O)OI1(C2=CC=CC=C2C(=O)O1)(OC(=O)C)OC(=O)C (Dess-Martin periodane), C(=O)(O)[O-].[Na+] (NaHCO3). Run in C(Cl)Cl (DCM). Run at time 2 hour. The product is COC1=C2C(=NC=C1)N(C=C2)C(CC=O)C2=CC=CC=C2 (3-(4-Methoxy-pyrrolo[2,3-b]pyridin-1-yl)-3-phenyl-propionaldeyde). Reaction SMILES: CC(OI1(OC(C)=O)(OC(C)=O)OC(=O)C2C1=CC=CC=2)=O.[CH3:23][O:24][C:25]1[CH:30]=[CH:29][N:28]=[C:27]2[N:31]([CH:34]([C:38]3[CH:43]=[CH:42][CH:41]=[CH:40][CH:39]=3)[CH2:35][CH2:36][OH:37])[CH:32]=[CH:33][C:26]=12.C([O-])(O)=O.[Na+]>C(Cl)Cl>[CH3:23][O:24][C:25]1[CH:30]=[CH:29][N:28]=[C:27]2[N:31]([CH:34]([C:38]3[CH:43]=[CH:42][CH:41]=[CH:40][CH:39]=3)[CH2:35][CH:36]=[O:37])[CH:32]=[CH:33][C:26]=12 |f:2.3|. Procedure details: To a RT mixture of Dess-Martin periodane (1.69 g, 3.99 mmol) in DCM (50 mL) was added 3-(4-methoxy-pyrrolo[2,3-b]pyridin-1-yl)-3-phenyl-propan-1-ol (563 mg, 2.0 mmol). The reaction was stirred at RT for 2 h and then poured in a saturated solution of NaHCO3. The organic layer was separated, and the aqueous was extracted with a mixture DCM/EtOAc (2/1). The combined organic layers were dried over MgSO4, filtered and concentrated to give 3-(4-Methoxy-pyrrolo[2,3-b]pyridin-1-yl)-3-phenyl-propionaldey... Reactants: CCOCC (ether), [H-].C(C(C)C)[Al+]CC(C)C (diisobutylaluminum hydride), CN(C(CC(C#N)(C1=CC=CC=C1)C1=CC=CC=C1)C)C (4-dimethylamino-2,2-diphenylpentanenitrile). The solvent is C1(=CC=CC=C1)C (toluene), C1CCOC1 (THF). Reaction conditions: time 1 day. Yields the product CN(C(CC(C=O)(C1=CC=CC=C1)C1=CC=CC=C1)C)C (4-dimethylamino-2,2-diphenylpentanal). RXN SMILES: [H-].C([Al+]CC(C)C)C(C)C.[CH3:11][N:12]([CH3:31])[CH:13]([CH3:30])[CH2:14][C:15]([C:24]1[CH:29]=[CH:28][CH:27]=[CH:26][CH:25]=1)([C:18]1[CH:23]=[CH:22][CH:21]=[CH:20][CH:19]=1)[C:16]#N.CC[O:34]CC>C1(C)C=CC=CC=1.C1COCC1>[CH3:11][N:12]([CH3:31])[CH:13]([CH3:30])[CH2:14][C:15]([C:24]1[CH:29]=[CH:28][CH:27]=[CH:26][CH:25]=1)([C:18]1[CH:23]=[CH:22][CH:21]=[CH:20][CH:19]=1)[CH:16]=[O:34] |f:0.1|. Procedure details: A solution of 1.5M diisobutylaluminum hydride in toluene (7.5 ml) was added to a stirring solution of 4-dimethylamino-2,2-diphenylpentanenitrile (3 g) in THF (7.5 ml), at -78° C. under nitrogen. The resultant mixture was then removed from the dry ice-acetone bath and allowed to warm to room temperature. Stirring was continued at room temperature for 1 day. Saturated ammonium chloride solution was added, and the resultant mixture was extracted with ethyl acetate (3×). The combined extracts were w... Starting materials: CCOC(=O)Cc1csc(NC(=O)C(CC2CCCC2)c2ccc(Cl)c(Cl)c2)n1, CCO, [Na+], [OH-]. Yields the product O=C(O)Cc1csc(NC(=O)C(CC2CCCC2)c2ccc(Cl)c(Cl)c2)n1. RXN SMILES: [CH2:1]([CH3:2])[O:3][C:4]([CH2:5][c:6]1[n:7][c:8]([NH:11][C:12]([CH:13]([CH2:14][CH:15]2[CH2:16][CH2:17][CH2:18][CH2:19]2)[c:20]2[cH:21][c:22]([Cl:27])[c:23]([Cl:26])[cH:24][cH:25]2)=[O:28])[s:9][cH:10]1)=[O:29].[CH3:32][CH2:33][OH:34].[Na+:31].[OH-:30]>>[O:3]=[C:4]([CH2:5][c:6]1[n:7][c:8]([NH:11][C:12]([CH:13]([CH2:14][CH:15]2[CH2:16][CH2:17][CH2:18][CH2:19]2)[c:20]2[cH:21][c:22]([Cl:27])[c:23]([Cl:26])[cH:24][cH:25]2)=[O:28])[s:9][cH:10]1)[OH:29]. The reactants are C(C)(C)(C)N1S(C(=CC1=O)C1=CC(=CC=C1)O)(=O)=O (2-tert-Butyl-5-(3-hydroxy-phenyl)-1,1-dioxo-1,2-dihydro-1λ6-isothiazol-3-one), BrCCCO (3-bromo-1-propanol), C([O-])([O-])=O.[K+].[K+] (potassium carbonate). Run in CN(C=O)C (N,N-dimethylformamide), C(C)(=O)OCC (ethyl acetate). The product is C(C)(C)(C)N1S(C(=CC1=O)C1=CC(=CC=C1)OCCCO)(=O)=O (2-tert-Butyl-5-[3-(3-hydroxy-propoxy)-phenyl]-1,1-dioxo-1,2-dihydro-1λ6-isothiazol-3-one). Isolated yield 88.4%. As a reaction SMILES: [C:1]([N:5]1[C:9](=[O:10])[CH:8]=[C:7]([C:11]2[CH:16]=[CH:15][CH:14]=[C:13]([OH:17])[CH:12]=2)[S:6]1(=[O:19])=[O:18])([CH3:4])([CH3:3])[CH3:2].Br[CH2:21][CH2:22][CH2:23][OH:24].C(=O)([O-])[O-].[K+].[K+]>CN(C)C=O.C(OCC)(=O)C>[C:1]([N:5]1[C:9](=[O:10])[CH:8]=[C:7]([C:11]2[CH:16]=[CH:15][CH:14]=[C:13]([O:17][CH2:21][CH2:22][CH2:23][OH:24])[CH:12]=2)[S:6]1(=[O:18])=[O:19])([CH3:4])([CH3:2])[CH3:3] |f:2.3.4|. Procedure details: A solution of 4.08-B (0.2 g, 0.7 mmol), 3-bromo-1-propanol (0.1 mL, 1.1 mmol), and potassium carbonate (147 mg, 1.1 mmol) in N,N-dimethylformamide (3 mL) was heated at 80° C. for 1 h. The reaction mixture was diluted with ethyl acetate (75 mL) and washed with 0.5 N HCl (50 mL) and brine (50 mL), dried with Na2SO4, filtered, and concentrated to give a crude residue which was purified using flash column chromatography (100% hexane to 50% ethyl acetate/hexane) to yield 4.08-C as a white solid (0.21...